From a dataset of the Open Reaction Database (ORD), a public repository of structured organic reaction records. describe an organic reaction: reactants, conditions, products, and yield Reactants: CN1CCNCC1 (N-methyl piperizine), C1COS(=O)(=O)C1 (1,3-propanesultone). Run in C(C)(C)O (isopropanol), CCOCC (ether). Run at time 8 hour. Yields the product CN1CCN(CC1)CCCS(=O)(=O)O (3-(4-Methyl-piperazin-1-yl)-propane-1-sulfonic acid). Reaction SMILES: [CH3:1][N:2]1[CH2:7][CH2:6][NH:5][CH2:4][CH2:3]1.[CH2:8]1[CH2:14][S:11](=[O:13])(=[O:12])[O:10][CH2:9]1>C(O)(C)C.CCOCC>[CH3:1][N:2]1[CH2:7][CH2:6][N:5]([CH2:9][CH2:8][CH2:14][S:11]([OH:13])(=[O:12])=[O:10])[CH2:4][CH2:3]1. Reported procedure: N-methyl piperizine (4.68 g) was dissolved in isopropanol (25 ml) and treated with 1,3-propanesultone (5.7 g) with cooling to maintain the temperature of the reaction below 50° C. The reaction mixture was allowed to stand at room temperature overnight, then diluted with ether and the white solid filtered. On standing, the white solid became a sticky semi-solid (7.1 g). Mass spec MH+ (found)=223 MH+ (calc)=223. The reactants are OCCCCCCNCC(O)C1=CC=CC=C1 (2-(6-hydroxy-1-hexylamino)-1-phenylethanol), C1(=CC=CC=C1)CCCCC(=O)O (5-phenylvaleric acid), C(C)(=O)OCC.CO (ethyl acetate methanol). Yields the product OC(CNCCCCCCOC(CCCCC1=CC=CC=C1)=O)C1=CC=CC=C1.C(C(=O)[O-])(=O)[O-] ([6-(2-Hydroxy-2-phenylethylamino)-1-hexyl]5-phenylvalerate oxalate). As a reaction SMILES: [OH:1][CH2:2][CH2:3][CH2:4][CH2:5][CH2:6][CH2:7][NH:8][CH2:9][CH:10]([C:12]1[CH:17]=[CH:16][CH:15]=[CH:14][CH:13]=1)[OH:11].[C:18]1([CH2:24][CH2:25][CH2:26][CH2:27][C:28](O)=[O:29])[CH:23]=[CH:22][CH:21]=[CH:20][CH:19]=1.[C:31]([O:34]CC)(=[O:33])C.[CH3:37][OH:38]>>[OH:11][CH:10]([C:12]1[CH:17]=[CH:16][CH:15]=[CH:14][CH:13]=1)[CH2:9][NH:8][CH2:7][CH2:6][CH2:5][CH2:4][CH2:3][CH2:2][O:1][C:28](=[O:29])[CH2:27][CH2:26][CH2:25][CH2:24][C:18]1[CH:23]=[CH:22][CH:21]=[CH:20][CH:19]=1.[C:31]([O-:34])(=[O:33])[C:37]([O-:1])=[O:38] |f:2.3,4.5|. Procedure: According to method II from 2-(6-hydroxy-1-hexylamino)-1-phenylethanol and 5-phenylvaleric acid. Working up by means of chromatography (ethyl acetate/methanol 1:1). Recrystallized as the oxalate from acetone. Melting point: 130°-134° C. The reactants are CCOC(=O)c1cc2cc(OCCCS(C)(=O)=O)cc(N(C)S(=O)(=O)c3ccccn3)c2[nH]1, CCO, Cl, [Na+], C1CCOC1, [OH-], O. The product is CN(c1cc(OCCCS(C)(=O)=O)cc2cc(C(=O)O)[nH]c12)S(=O)(=O)c1ccccn1. As a reaction SMILES: [CH3:1][N:2]([c:3]1[cH:4][c:5]([O:17][CH2:18][CH2:19][CH2:20][S:21](=[O:22])(=[O:23])[CH3:24])[cH:6][c:7]2[cH:8][c:9]([C:12](=[O:13])[O:14][CH2:15][CH3:16])[nH:10][c:11]12)[S:25](=[O:26])(=[O:27])[c:28]1[n:29][cH:30][cH:31][cH:32][cH:33]1.[CH3:36][CH2:37][OH:38].[ClH:39].[Na+:35].[O:41]1[CH2:42][CH2:43][CH2:44][CH2:45]1.[OH-:34].[OH2:40]>>[CH3:1][N:2]([c:3]1[cH:4][c:5]([O:17][CH2:18][CH2:19][CH2:20][S:21](=[O:22])(=[O:23])[CH3:24])[cH:6][c:7]2[cH:8][c:9]([C:12](=[O:13])[OH:14])[nH:10][c:11]12)[S:25](=[O:26])(=[O:27])[c:28]1[n:29][cH:30][cH:31][cH:32][cH:33]1. The reactants are CC1(C(CC1=O)=O)C1=CC=C(C=C1)C (2-methyl-2-p-tolyl-cyclobutane-1,3-dione), C(C1=CC=CC=C1)=O (benzaldehyde), CC=1C=CC=C2C(=CNC12)CNC(C)=O (N-(7-methyl-1H-indol-3-ylmethyl)-acetamide). Yields the product OC1=C(C(C1(C1=CC=C(C=C1)C)C)=O)C(C=1NC2=C(C=CC=C2C1CNC(C)=O)C)C1=CC=CC=C1 (N-{2-[(2-Hydroxy-3-methyl-4-oxo-3-p-tolyl-cyclobut-1-enyl)-phenyl-methyl]-7-methyl-1H-indol-3-ylmethyl}-acetamide). RXN SMILES: [CH3:1][C:2]1([C:8]2[CH:13]=[CH:12][C:11]([CH3:14])=[CH:10][CH:9]=2)[C:5](=[O:6])[CH2:4][C:3]1=[O:7].[CH:15](=O)[C:16]1[CH:21]=[CH:20][CH:19]=[CH:18][CH:17]=1.[CH3:23][C:24]1[CH:25]=[CH:26][CH:27]=[C:28]2[C:32]=1[NH:31][CH:30]=[C:29]2[CH2:33][NH:34][C:35](=[O:37])[CH3:36]>>[OH:7][C:3]1[C:2]([CH3:1])([C:8]2[CH:13]=[CH:12][C:11]([CH3:14])=[CH:10][CH:9]=2)[C:5](=[O:6])[C:4]=1[CH:15]([C:16]1[CH:21]=[CH:20][CH:19]=[CH:18][CH:17]=1)[C:30]1[NH:31][C:32]2[C:28]([C:29]=1[CH2:33][NH:34][C:35](=[O:37])[CH3:36])=[CH:27][CH:26]=[CH:25][C:24]=2[CH3:23]. Procedure details: Using general procedure C, 2-methyl-2-p-tolyl-cyclobutane-1,3-dione (from Example 4.1) was reacted with benzaldehyde and N-(7-methyl-1H-indol-3-ylmethyl)-acetamide (prepared from 7-methyl-1H-indole-3-carbaldehyde according to Example 10.1-10.3) to give the title compound as an off-white solid. MS: 477.4 ([M−H]−). Starting materials: [Br-], COc1c(Br)cc(C(=O)N2CCOc3c2cnc2ccccc32)cc1Br, C1CNCCN1, CN(C)C=O, Cl, [Li+], O. Yields the product O=C(c1cc(Br)c(O)c(Br)c1)N1CCOc2c1cnc1ccccc21. As a reaction SMILES: [Br-:28].[Br:1][c:2]1[cH:3][c:4]([C:11](=[O:12])[N:13]2[CH2:14][CH2:15][O:16][c:17]3[c:18]4[cH:19][cH:20][cH:21][cH:22][c:23]4[n:24][cH:25][c:26]32)[cH:5][c:6]([Br:10])[c:7]1[O:8][CH3:9].[CH2:29]1[NH:30][CH2:31][CH2:32][NH:33][CH2:34]1.[CH:36]([N:37]([CH3:38])[CH3:39])=[O:40].[ClH:35].[Li+:27].[OH2:41]>>[Br:1][c:2]1[cH:3][c:4]([C:11](=[O:12])[N:13]2[CH2:14][CH2:15][O:16][c:17]3[c:18]4[cH:19][cH:20][cH:21][cH:22][c:23]4[n:24][cH:25][c:26]32)[cH:5][c:6]([Br:10])[c:7]1[OH:8]. Reactants: ClC1=CC=C(C=C1)C=1N=C2N(C=CC=C2)C1CC1=NN=C(N1)C1=NC=CC=C1 (2-(4-chlorophenyl)-3-((5-(pyridin-2-yl)-4H-1,2,4-triazol-3-yl)methyl)imidazo[1,2-a]pyridine), ClC=1C=CC=2N(C1)C(=C(N2)C2=CC=CC=C2)CC(=O)NN (2-(6-chloro-2-phenylimidazo[1,2-a]pyridin-3-yl)acetohydrazide), Cl.C(C)(N)=N (acetimidamide hydrochloride). Yields the product ClC=1C=CC=2N(C1)C(=C(N2)C2=CC=CC=C2)CC2=NN=C(N2)C (6-chloro-3-((5-methyl-4H-1,2,4-triazol-3-yl)methyl)-2-phenylimidazo[1,2-a]pyridine). RXN SMILES: Cl[C:2]1[CH:7]=[CH:6][C:5]([C:8]2[N:9]=[C:10]3[CH:15]=[CH:14][CH:13]=[CH:12][N:11]3[C:16]=2[CH2:17][C:18]2[NH:22][C:21]([C:23]3C=CC=CN=3)=[N:20][N:19]=2)=[CH:4][CH:3]=1.[Cl:29]C1C=CC2N(C(CC(NN)=O)=C(C3C=CC=CC=3)N=2)C=1.Cl.C(=N)(N)C>>[Cl:29][C:13]1[CH:14]=[CH:15][C:10]2[N:11]([C:16]([CH2:17][C:18]3[NH:22][C:21]([CH3:23])=[N:20][N:19]=3)=[C:8]([C:5]3[CH:6]=[CH:7][CH:2]=[CH:3][CH:4]=3)[N:9]=2)[CH:12]=1 |f:2.3|. Reported procedure: The title compound was prepared according to the experimental described for compound 230 from 2-(6-chloro-2-phenylimidazo[1,2-a]pyridin-3-yl)acetohydrazide and acetimidamide hydrochloride. M/e− 324 for C17H15ClN5 (M+H)+; 1H-NMR (400 MHz, CD3OD) δ 8.43 (s, 1H), 7.74 (d, J=8.4 Hz, 2H), 7.63 (m, 1H), 7.57 (d, J=9.9 Hz, 1H), 7.46 (d, J=8.4 Hz, 2H), 7.39 (m, 2H), 4.46 (s, 2H), 2.38 (s, 3H) ppm. Reactants: O=C(O)C(C(=O)O)c1ccc2c(c1)CCO2, CCOC(C)=O, O=C([O-])CCCl, [Na+], [OH-], O. As a reaction SMILES: [C:1](=[O:2])([OH:3])[CH:4]([C:5](=[O:6])[OH:7])[c:8]1[cH:9][cH:10][c:11]2[c:12]([cH:16]1)[CH2:13][CH2:14][O:15]2.[CH3:24][CH2:25][O:26][C:27]([CH3:28])=[O:29].[Cl:18][CH2:19][CH2:20][C:21]([O-:22])=[O:23].[Na+:31].[OH-:30].[OH2:17]>>[C:1](=[O:2])([OH:3])[CH:4]([C:5]([O:6][CH2:25][O:26][C:27]([CH3:28])=[O:29])=[O:7])[c:8]1[cH:9][cH:10][c:11]2[c:12]([cH:16]1)[CH2:13][CH2:14][O:15]2. The product is CC(=O)OCOC(=O)C(C(=O)O)c1ccc2c(c1)CCO2.